From a dataset of the Open Reaction Database (ORD), a public repository of structured organic reaction records. describe an organic reaction: reactants, conditions, products, and yield Starting materials: CC(C)(C)OC(=O)N1CC=C(c2cccc3[nH]ccc23)CC1, CCO. Product: CC(C)(C)OC(=O)N1CCC(c2cccc3[nH]ccc23)CC1. As a reaction SMILES: [C:1]([CH3:2])([CH3:3])([CH3:4])[O:5][C:6](=[O:7])[N:8]1[CH2:9][CH2:10][C:11]([c:14]2[c:15]3[cH:16][cH:17][nH:18][c:19]3[cH:20][cH:21][cH:22]2)=[CH:12][CH2:13]1.[CH3:23][CH2:24][OH:25]>>[C:1]([CH3:2])([CH3:3])([CH3:4])[O:5][C:6](=[O:7])[N:8]1[CH2:9][CH2:10][CH:11]([c:14]2[c:15]3[cH:16][cH:17][nH:18][c:19]3[cH:20][cH:21][cH:22]2)[CH2:12][CH2:13]1.